Dataset: the Open Reaction Database (ORD), a public repository of structured organic reaction records. Task: describe an organic reaction: reactants, conditions, products, and yield Starting materials: C(O)CN (ethanolamine), C([O-])(O)=O.[Na+] (sodium bicarbonate), BrCC=1C=C(C#N)C=CC1 (3-(Bromomethyl)benzonitrile). Run in C(C)#N (ACN). Conditions: time 4 hour. The product is OCCNCC=1C=C(C#N)C=CC1 (3-{[(2-hydroxyethyl)amino]methyl}benzonitrile). The yield is 44.5%. Reaction SMILES: Br[CH2:2][C:3]1[CH:4]=[C:5]([CH:8]=[CH:9][CH:10]=1)[C:6]#[N:7].[CH2:11]([CH2:13][NH2:14])[OH:12].C(=O)(O)[O-].[Na+]>C(#N)C>[OH:12][CH2:11][CH2:13][NH:14][CH2:2][C:3]1[CH:4]=[C:5]([CH:8]=[CH:9][CH:10]=1)[C:6]#[N:7] |f:2.3|. Reported procedure: 3-(Bromomethyl)benzonitrile (20.0 g, 0.125 mol) was added portion wise into a mixture of ethanolamine (11.4 g, 0.19 mol) and sodium bicarbonate (21.0 g, 0.25 mol) in ACN (200 mL) at 0° C. The resulting mixture was stirred for 4 hours. The reaction mixture was concentrated under vacuum. The residue was taken up with water and extracted with DCM (200 mL). The organic layer was dried over sodium sulfate and evaporated under reduced pressure. The residue was purified by chromatography to afford the ... Reactants: CCOC(=O)c1cc(C(=O)OCC)cc(C2(C#N)CCCC2)c1, C1CCOC1, CCO, [Na+], [OH-]. Yields the product CCOC(=O)c1cc(C(=O)O)cc(C2(C#N)CCCC2)c1. As a reaction SMILES: [C:1](#[N:2])[C:3]1([c:8]2[cH:9][c:10]([C:19](=[O:20])[O:21][CH2:22][CH3:23])[cH:11][c:12]([C:14](=[O:15])[O:16][CH2:17][CH3:18])[cH:13]2)[CH2:4][CH2:5][CH2:6][CH2:7]1.[CH2:26]1[O:27][CH2:28][CH2:29][CH2:30]1.[CH3:31][CH2:32][OH:33].[Na+:25].[OH-:24]>>[C:1](#[N:2])[C:3]1([c:8]2[cH:9][c:10]([C:19](=[O:20])[OH:21])[cH:11][c:12]([C:14](=[O:15])[O:16][CH2:17][CH3:18])[cH:13]2)[CH2:4][CH2:5][CH2:6][CH2:7]1. Starting materials: [OH-].[Na+] (sodium hydroxide), Cl.Cl.NCCCCN1C(C(NC2=CC=C(C=C12)N1C=NC=C1)=O)=O (1-(4-aminobutyl)-7-(1H-imidazol-1-yl)-2,3(1H,4H)-quinoxalinedione dihydrochloride), Ice water, [N+](=O)(O)[O-] (nitric acid). Run in S(O)(O)(=O)=O (sulfuric acid). Reaction conditions: time 8 hour. Product: NCCCCN1C(C(NC2=CC(=C(C=C12)N1C=NC=C1)[N+](=O)[O-])=O)=O (1-(4-aminobutyl)-7-(1H-imidazol-1-yl)-6-nitro-2,3(1H,4H)-quinoxalinedione). As a reaction SMILES: Cl.Cl.[NH2:3][CH2:4][CH2:5][CH2:6][CH2:7][N:8]1[C:17]2[C:12](=[CH:13][CH:14]=[C:15]([N:18]3[CH:22]=[CH:21][N:20]=[CH:19]3)[CH:16]=2)[NH:11][C:10](=[O:23])[C:9]1=[O:24].[N+:25]([O-])([OH:27])=[O:26].[OH-].[Na+]>S(=O)(=O)(O)O>[NH2:3][CH2:4][CH2:5][CH2:6][CH2:7][N:8]1[C:17]2[C:12](=[CH:13][C:14]([N+:25]([O-:27])=[O:26])=[C:15]([N:18]3[CH:22]=[CH:21][N:20]=[CH:19]3)[CH:16]=2)[NH:11][C:10](=[O:23])[C:9]1=[O:24] |f:0.1.2,4.5|. Reported procedure: With ice-cooling, 1-(4-aminobutyl)-7-(1H-imidazol-1-yl)-2,3(1H,4H)-quinoxalinedione dihydrochloride (1.00 g) was dissolved in concentrated sulfuric acid (10 ml) to which was subsequently added dropwise fuming nitric acid (94 μl). The reaction solution was gradually warmed up to room temperature and stirred overnight. Ice water was added to the reaction solution, followed by neutralization using 15% sodium hydroxide aqueous solution. The thus precipitated solid was collected by filtration and dri... The reactants are NCCN1CCCCC1 (1-(2-aminoethyl)piperidine), ON1N=NC2=C1C=CC=C2 (1-hydroxybenzotriazole), Cl.CN(CCCN=C=NCC)C (1-[3-(dimethylamino) propyl]-3-ethylcarbodiimide hydrochloride), CN1CCOCC1 (N-methylmorpholine), CN1N=CC2=CC(=CC=C12)NC(=O)NC=1C=C(OC2=CC(=NC=C2)C(=O)O)C=CC1 (4-[3-({[(1-methyl-1H-indazol-5-yl)amino]carbonyl}amino)phenoxy]-pyridine-2-carboxylic acid). The solvent is CN(C)C=O (DMF). Conditions: time 12 hour. Yields the product CN1N=CC2=CC(=CC=C12)NC(=O)NC=1C=C(OC2=CC(=NC=C2)C(=O)NCCN2CCCCC2)C=CC1 (4-[3-({[(1-methyl-1H-indazol-5-yl)amino]carbonyl}-amino)phenoxy]-N-(2-piperidin-1-ylethyl)pyridine-2-carboxamide). The yield is 80.2%. Reaction SMILES: [CH3:1][N:2]1[C:10]2[C:5](=[CH:6][C:7]([NH:11][C:12]([NH:14][C:15]3[CH:16]=[C:17]([CH:28]=[CH:29][CH:30]=3)[O:18][C:19]3[CH:24]=[CH:23][N:22]=[C:21]([C:25]([OH:27])=O)[CH:20]=3)=[O:13])=[CH:8][CH:9]=2)[CH:4]=[N:3]1.[NH2:31][CH2:32][CH2:33][N:34]1[CH2:39][CH2:38][CH2:37][CH2:36][CH2:35]1.ON1C2C=CC=CC=2N=N1.Cl.CN(C)CCCN=C=NCC.CN1CCOCC1>CN(C=O)C>[CH3:1][N:2]1[C:10]2[C:5](=[CH:6][C:7]([NH:11][C:12]([NH:14][C:15]3[CH:16]=[C:17]([CH:28]=[CH:29][CH:30]=3)[O:18][C:19]3[CH:24]=[CH:23][N:22]=[C:21]([C:25]([NH:31][CH2:32][CH2:33][N:34]4[CH2:39][CH2:38][CH2:37][CH2:36][CH2:35]4)=[O:27])[CH:20]=3)=[O:13])=[CH:8][CH:9]=2)[CH:4]=[N:3]1 |f:3.4|. Procedure: 4-[3-({[(1-methyl-1H-indazol-5-yl)amino]carbonyl}amino)phenoxy]-pyridine-2-carboxylic acid (0.07 g, 0.17 mmol) was dissolved in DMF (2.5 mL), followed by sequential addition of 1-(2-aminoethyl)piperidine (0.02 g, 0.17 mmol), 1-hydroxybenzotriazole (0.05 g, 0.38 mmol), 1-[3-(dimethylamino) propyl]-3-ethylcarbodiimide hydrochloride (0.05 g, 0.26 mmol), and N-methylmorpholine (0.04 g, 0.38 mmol). The mixture was stirred at room temperature for 12 h, and the solvent was removed in vacuo. The crude r... The reactants are CC1CCC(C)N1, CCO, COc1ccc([N+](=O)[O-])c(Cl)n1. Product: COc1ccc([N+](=O)[O-])c(N2C(C)CCC2C)n1. As a reaction SMILES: [CH3:13][CH:14]1[NH:15][CH:16]([CH3:19])[CH2:17][CH2:18]1.[CH3:20][CH2:21][OH:22].[Cl:1][c:2]1[n:3][c:4]([O:11][CH3:12])[cH:5][cH:6][c:7]1[N+:8](=[O:9])[O-:10]>>[c:2]1([N:15]2[CH:14]([CH3:13])[CH2:18][CH2:17][CH:16]2[CH3:19])[n:3][c:4]([O:11][CH3:12])[cH:5][cH:6][c:7]1[N+:8](=[O:9])[O-:10]. Starting materials: CC=1C=CC(=C(C1)O)[N+](=O)[O-] (5-methyl-2-nitrophenol), BrCCBr (1,2-dibromoethane), C(=O)([O-])[O-].[K+].[K+] (K2CO3). Solvent: CN(C)C=O (DMF). Run at temperature 120 celsius. The product is BrCCOC1=C(C=CC(=C1)C)[N+](=O)[O-] (2-(Bromoethoxy)-4-methylnitrobenzene). The yield is 115.3%. RXN SMILES: [CH3:1][C:2]1[CH:3]=[CH:4][C:5]([N+:9]([O-:11])=[O:10])=[C:6]([OH:8])[CH:7]=1.[Br:12][CH2:13][CH2:14]Br.C([O-])([O-])=O.[K+].[K+]>CN(C=O)C>[Br:12][CH2:13][CH2:14][O:8][C:6]1[CH:7]=[C:2]([CH3:1])[CH:3]=[CH:4][C:5]=1[N+:9]([O-:11])=[O:10] |f:2.3.4|. Procedure details: 122.5 g (800 mmol) 5-methyl-2-nitrophenol, 751.0 g (4000 mmol) 1,2-dibromoethane, 110.7 g (800 mmol) K2CO3 were suspended in 400 ml anhydrous DMF. The suspension was heated at 120° C. for 1 hour, then cooled and most of the liquid was evaporated. The residue was dissolved in 1 l CHCl3 and 1 l water. The organic layer was washed with 2×1 l of 1.8% NaOH till the aqueous layer became pale yellow. The organic layer was dried over Na2SO4 for 18 h, filtered and the solvent was evaporated to give ˜240 ... Reactants: I(=O)(=O)(=O)[O-].[Na+] (Sodium periodate), BrC=1C=C(C=CC1Cl)N1CSC(C1=O)O (3-(3-bromo-4-chlorophenyl)-5-hydroxythiazolidin-4-one). The reagents and catalysts are [Ru](Cl)(Cl)Cl (ruthenium trichloride). Run in O (water), CO (methanol). Reaction conditions: time 1 hour. Product: BrC=1C=C(C=CC1Cl)N1COC(C1=O)O (3-(3-Bromo-4-chlorophenyl)-5-hydroxyoxazolidin-4-one). The yield is 15.2%. Reaction SMILES: I([O-])(=O)(=O)=[O:2].[Na+].[Br:7][C:8]1[CH:9]=[C:10]([N:15]2[C:19](=[O:20])[CH:18]([OH:21])S[CH2:16]2)[CH:11]=[CH:12][C:13]=1[Cl:14]>O.CO.[Ru](Cl)(Cl)Cl>[Br:7][C:8]1[CH:9]=[C:10]([N:15]2[C:19](=[O:20])[CH:18]([OH:21])[O:2][CH2:16]2)[CH:11]=[CH:12][C:13]=1[Cl:14] |f:0.1|. Reported procedure: Sodium periodate (14.2 g) was dissolved in water (175 ml) and ruthenium trichloride (0.7 g) added to give a black solution. The solution was stirred during the addition of 3-(3-bromo-4-chlorophenyl)-5-hydroxythiazolidin-4-one (7.85 g) in methanol (35 ml) over 5 min, the reaction vessel was cooled in an ice bath to control the resulting exotherm. The mixture was stirred for 1 hour before quenching with sodium metabisulfite. The mixture was extracted with ethyl acetate and the combined organic ext... Reactants: O[C@@H]1CC2=CC([C@H]3[C@@H]4CC[C@@H]([C@@]4(C)CC[C@@H]3[C@]2(CC1)C)O)=O (3β,17β-dihydroxyandrost-5-en-7-one), C1OC23[C@]4(C)[C@@H](CC2(OCCO3)OC1)[C@@H]1C(CC3CCCC[C@]3(C)[C@H]1CC4)=O (17,17-bis(ethylendioxy)androstane-7-one). Yields the product O[C@@H]1CC2CC([C@H]3[C@@H]4CC[C@@H]([C@@]4(C)CC[C@@H]3[C@]2(CC1)C)O)=O (3β,17β-dihydroxyandrostane-7-one). Isolated yield 95.1%. As a reaction SMILES: [OH:1][C@H:2]1[CH2:19][CH2:18][C@@:17]2([CH3:20])[C:4](=[CH:5][C:6](=[O:22])[C@@H:7]3[C@@H:16]2[CH2:15][CH2:14][C@@:12]2([CH3:13])[C@H:8]3[CH2:9][CH2:10][C@@H:11]2[OH:21])[CH2:3]1.C1COC23OCCOC2([C@]2(CC[C@H]4[C@@H](C(=O)CC5[C@]4(C)CCCC5)[C@@H]2C3)C)O1>>[OH:1][C@H:2]1[CH2:19][CH2:18][C@@:17]2([CH3:20])[CH:4]([CH2:5][C:6](=[O:22])[C@@H:7]3[C@@H:16]2[CH2:15][CH2:14][C@@:12]2([CH3:13])[C@H:8]3[CH2:9][CH2:10][C@@H:11]2[OH:21])[CH2:3]1. Procedure details: 3β,17β-Dihydroxyandrostan-7-one was prepared in 96% yield from 3β,17β-dihydroxyandrost-5-en-7-one (700 mg) by the procedure described above for the preparation of 3,3:17,17-bis(ethylendioxy)androstane-7-one (Prepn. 9). The crude product was purified by flash chromatography (SiO2, hexane/acetone/CH2Cl2 10/10/10) to give 3β,17β-dihydroxyandrostane-7-one (670 mg). 1H-NMR (300 MHz, DMSO-d6, ppm from TMS): δ 4.53 (bb, 1H), 4.44 (bb, 1H), 3.47-3.27 (m, 2H), 2.45-2.31 (m, 2H), 2.05-1.91 (m, 1H), 1.89-0... The reactants are C=C(Br)CCC(=O)NC(C(=O)OCC)C(=O)OCC, CN(C)C=O, [Cl-], [Na+], C1COCCO1, O. The product is C=C(Br)CCC(=O)NCC(=O)OCC. Reaction SMILES: [Br:1][C:2]([CH2:3][CH2:4][C:5](=[O:6])[NH:7][CH:8]([C:9](=[O:10])[O:11][CH2:12][CH3:13])[C:14]([O:15][CH2:16][CH3:17])=[O:18])=[CH2:19].[CH3:28][N:29]([CH3:30])[CH:31]=[O:32].[Cl-:21].[Na+:20].[O:22]1[CH2:23][CH2:24][O:25][CH2:26][CH2:27]1.[OH2:33]>>[Br:1][C:2]([CH2:3][CH2:4][C:5](=[O:6])[NH:7][CH2:8][C:9](=[O:10])[O:11][CH2:12][CH3:13])=[CH2:19].